Dataset: the Open Reaction Database (ORD), a public repository of structured organic reaction records. Task: describe an organic reaction: reactants, conditions, products, and yield The reactants are [C@@H]1([C@H](O)[C@H](O)[C@@H](CO)O1)N1C=NC=2C(N)=NC=NC12 (adenosine), OO (hydrogen peroxide), FC(F)(F)I (trifluoromethyl iodide), aqueous solution. The reagents and catalysts are S(=O)(=O)([O-])[O-].[Fe+2] (iron (II) sulfate). Run in CS(=O)C (dimethyl sulfoxide), CS(=O)C (dimethyl sulfoxide). Reaction conditions: temperature 45 celsius, time 20 minute. The product is FC(C=1N([C@H]2[C@H](O)[C@H](O)[C@@H](CO)O2)C=2N=CN=C(C2N1)N)(F)F (8-trifluoromethyladenosine). Isolated yield 6.7%. Reaction SMILES: [C@@H:1]1([N:10]2[C:19]3[N:18]=[CH:17][N:16]=[C:14]([NH2:15])[C:13]=3[N:12]=[CH:11]2)[O:9][C@H:6]([CH2:7][OH:8])[C@@H:4]([OH:5])[C@H:2]1[OH:3].[F:20][C:21](I)([F:23])[F:22].OO>S([O-])([O-])(=O)=O.[Fe+2].CS(C)=O>[F:20][C:21]([F:23])([F:22])[C:11]1[N:10]([C:19]2[N:18]=[CH:17][N:16]=[C:14]([NH2:15])[C:13]=2[N:12]=1)[C@@H:1]1[O:9][C@H:6]([CH2:7][OH:8])[C@@H:4]([OH:5])[C@H:2]1[OH:3] |f:3.4|. Procedure details: 0.27 g (1.0 mmol) of adenosine was weighed and placed in a 50 ml two-neck flask equipped with a magnetic rotor and the atmosphere in the flask was replaced with argon. The following materials were added thereinto: 4.0 ml of dimethyl sulfoxide, 1.0 ml of a 3.0 mol/l dimethyl sulfoxide solution of trifluoromethyl iodide, 0.3 ml of a 1.0 mol/l aqueous solution of iron (II) sulfate and 0.2 ml of a 30% hydrogen peroxide aqueous solution. The mixture was stirred at 40 to 50° C. for 20 minutes and then... Starting materials: C(C#C)[C@@H]1C[C@H]2[C@@H]3CCC([C@@]3(C)CC[C@@H]2[C@H]2CCC(C[C@]12O)=O)=O (6β-propargyl-5α-hydroxyestrane-3,17-dione), 6β-propargyl triol. The solvent is O (water), CC(=O)C (acetone). Run at temperature 4 celsius, time 5 minute. The product is C(C#C)[C@@H]1C[C@H]2[C@@H]3CCC([C@@]3(C)CC[C@@H]2[C@H]2CCC(C=C12)=O)=O (6β-Propargyl-4-estrene-3,17-dione). Yield: 90.0%. As a reaction SMILES: [CH2:1]([C@H:4]1[C@:21]2(O)[C@H:16]([CH2:17][CH2:18][C:19](=[O:23])[CH2:20]2)[C@@H:15]2[C@H:6]([C@H:7]3[C@@:11]([CH2:13][CH2:14]2)([CH3:12])[C:10](=[O:24])[CH2:9][CH2:8]3)[CH2:5]1)[C:2]#[CH:3]>CC(C)=O.O>[CH2:1]([C@H:4]1[C:21]2[C@H:16]([CH2:17][CH2:18][C:19](=[O:23])[CH:20]=2)[C@@H:15]2[C@H:6]([C@H:7]3[C@@:11]([CH2:13][CH2:14]2)([CH3:12])[C:10](=[O:24])[CH2:9][CH2:8]3)[CH2:5]1)[C:2]#[CH:3]. Procedure details: 6β-Propargyl-5α-hydroxyestrane-3,17-dione (11). The 6β-propargyl triol 9 (0.6 mmol) was dissolved in acetone (30 ml) and cooled to 4° C. followed by dropwise addition of Jone's reagent until the solution turned light brown. The reaction mixture was stirred at 4° C. for approximately 5 minutes, was diluted with water, extracted with ethyl acetate, washed (5% NaHCO3, brine, water) and dried, The ethyl acetate was evaporated in vacuo and the product obtained was purified by column chromatography to... Starting materials: [H-].[Al+3].[Li+].[H-].[H-].[H-] (lithium aluminum hydride), O (water), [OH-].[Na+] (NaOH), NC1=C(C(=O)O)C(=CC=C1)Cl (2-Amino-6-chlorobenzoic acid), [H-].[Al+3].[Li+].[H-].[H-].[H-] (LAH), O (water). Solvent: C1CCOC1 (THF), 2. Reaction conditions: time 8 hour. Product: NC1=C(C(=CC=C1)Cl)CO ((2-amino-6-chlorophenyl)methanol). Isolated yield 88.7%. RXN SMILES: [NH2:1][C:2]1[CH:10]=[CH:9][CH:8]=[C:7]([Cl:11])[C:3]=1[C:4](O)=[O:5].[H-].[Al+3].[Li+].[H-].[H-].[H-].O.[OH-].[Na+]>C1COCC1>[NH2:1][C:2]1[CH:10]=[CH:9][CH:8]=[C:7]([Cl:11])[C:3]=1[CH2:4][OH:5] |f:1.2.3.4.5.6,8.9|. Reported procedure: 2-Amino-6-chlorobenzoic acid (25.0 g, 143 mmol) was dissolved in 120 mL of anhydrous THF in a 500 mL 2 neck round bottom flask. The solution was cooled in an ice-water bath. 215 mL of 1.0 M lithium aluminum hydride (LAH) THF solution was then added dropwise. After all of the LAH was added, the reaction mixture was allowed to warm up to room temperature and stirred at room temperature for overnight. ˜10 mL of water was added to the reaction mixture followed by 7 g 15% NaOH. An additional 20 g of ... The reactants are NC1=NN(N=C1)CC=1SC=C(N1)C(C)=O (1-(2-((4-amino-2H-1,2,3-triazol-2-yl)methyl)thiazol-4-yl)ethanone), IC1=C(C=C(C=C1)C1=C(N=C(O1)C)C(=O)O)C (5-(4-iodo-3-methylphenyl)-2-methyloxazole-4-carboxylic acid). Yields the product C(C)(=O)C=1N=C(SC1)CN1N=CC(=N1)NC(=O)C=1N=C(OC1C1=CC(=C(C=C1)I)C)C (N-(2-((4-Acetylthiazol-2-yl)methyl)-2H-1,2,3-triazol-4-yl)-5-(4-iodo-3-methylphenyl)-2-methyloxazole-4-carboxamide). Reaction SMILES: [NH2:1][C:2]1[CH:6]=[N:5][N:4]([CH2:7][C:8]2[S:9][CH:10]=[C:11]([C:13](=[O:15])[CH3:14])[N:12]=2)[N:3]=1.[I:16][C:17]1[CH:22]=[CH:21][C:20]([C:23]2[O:27][C:26]([CH3:28])=[N:25][C:24]=2[C:29](O)=[O:30])=[CH:19][C:18]=1[CH3:32]>>[C:13]([C:11]1[N:12]=[C:8]([CH2:7][N:4]2[N:3]=[C:2]([NH:1][C:29]([C:24]3[N:25]=[C:26]([CH3:28])[O:27][C:23]=3[C:20]3[CH:21]=[CH:22][C:17]([I:16])=[C:18]([CH3:32])[CH:19]=3)=[O:30])[CH:6]=[N:5]2)[S:9][CH:10]=1)(=[O:15])[CH3:14]. Procedure details: Following general procedure A, starting from 1-(2-((4-amino-2H-1,2,3-triazol-2-yl)methyl)thiazol-4-yl)ethanone and 5-(4-iodo-3-methylphenyl)-2-methyloxazole-4-carboxylic acid. LC-MS-conditions 02: tR=1.12 min; [M+H]+=549.20. Starting materials: COC(=O)c1ccnc(-c2cc(F)c(OCc3ccccc3)c(C#N)c2)c1, C, [Pd]. Yields the product COC(=O)c1ccnc(-c2cc(F)c(O)c(C#N)c2)c1. As a reaction SMILES: [C:1](#[N:2])[c:3]1[cH:4][c:5](-[c:18]2[cH:19][c:20]([C:21](=[O:22])[O:23][CH3:24])[cH:25][cH:26][n:27]2)[cH:6][c:7]([F:17])[c:8]1[O:9][CH2:10][c:11]1[cH:12][cH:13][cH:14][cH:15][cH:16]1.[C:28].[Pd:29]>>[C:1](#[N:2])[c:3]1[cH:4][c:5](-[c:18]2[cH:19][c:20]([C:21](=[O:22])[O:23][CH3:24])[cH:25][cH:26][n:27]2)[cH:6][c:7]([F:17])[c:8]1[OH:9]. Reactants: [Na] (Sodium), O (water), C1(CCCC1)N1N=C(C(=C1N)C(=O)N)CC (1-cyclopentyl-3-ethyl-5-amino-1H-pyrazole-4-carboxamide), COC1=CC=C(C=C1)CC(=O)[O-] (4-methoxyphenylacetate). The solvent is C(C)O (ethanol). The product is C1(CCCC1)N1NC(=C2C1=NC(=NC2=O)CC2=CC=C(C=C2)OC)CC (1-cyclopentyl-3-ethyl-6-(4-methoxyphenylmethyl)pyrazolo [3,4-d]pyrimidin-4-one). The yield is 56.1%. RXN SMILES: [Na].[CH:2]1([N:7]2[C:11]([NH2:12])=[C:10]([C:13]([NH2:15])=[O:14])[C:9]([CH2:16][CH3:17])=[N:8]2)[CH2:6][CH2:5][CH2:4][CH2:3]1.[CH3:18][O:19][C:20]1[CH:25]=[CH:24][C:23]([CH2:26][C:27]([O-])=O)=[CH:22][CH:21]=1.O>C(O)C>[CH:2]1([N:7]2[C:11]3=[N:12][C:27]([CH2:26][C:23]4[CH:24]=[CH:25][C:20]([O:19][CH3:18])=[CH:21][CH:22]=4)=[N:15][C:13](=[O:14])[C:10]3=[C:9]([CH2:16][CH3:17])[NH:8]2)[CH2:3][CH2:4][CH2:5][CH2:6]1 |^1:0|. Procedure details: Sodium spheres (207 mg) were dissolved in ethanol (15 ml) and 1-cyclopentyl-3-ethyl-5-amino-1H-pyrazole-4-carboxamide (1.0 g) was added, followed by 4-methoxyphenylacetate (1.62 g, 9 mmol) The reaction mixture was refluxed for 16 hours, the solvent was stripped, water was added to the residue, and the product was collected by filtration and recrystallized from ether to afford 0.89 g of 1-cyclopentyl-3-ethyl-6-(4-methoxyphenylmethyl)pyrazolo [3,4-d]pyrimidin-4-one, m.p. 172-173° C.